describe an organic reaction: reactants, conditions, products, and yield From a dataset of the Open Reaction Database (ORD), a public repository of structured organic reaction records. Reactants: ClC=1C=C2C(=C(C=NC2=CC1)NC)C1=CC=CC=C1 (6-chloro-3-methylamino-4-phenylquinoline), FC1=C(C=CC(=C1)F)N=C=O (2,4-difluorophenyl isocyanate). Solvent: C1(=CC=CC=C1)C (toluene). Yields the product ClC=1C=C2C(=C(C=NC2=CC1)N(C(=O)NC1=C(C=C(C=C1)F)F)C)C1=CC=CC=C1 (6-chloro-3-[3-(2,4-difluorophenyl)-1-methylureido]-4-phenylquinoline). As a reaction SMILES: [Cl:1][C:2]1[CH:3]=[C:4]2[C:9](=[CH:10][CH:11]=1)[N:8]=[CH:7][C:6]([NH:12][CH3:13])=[C:5]2[C:14]1[CH:19]=[CH:18][CH:17]=[CH:16][CH:15]=1.[F:20][C:21]1[CH:26]=[C:25]([F:27])[CH:24]=[CH:23][C:22]=1[N:28]=[C:29]=[O:30]>C1(C)C=CC=CC=1>[Cl:1][C:2]1[CH:3]=[C:4]2[C:9](=[CH:10][CH:11]=1)[N:8]=[CH:7][C:6]([N:12]([CH3:13])[C:29]([NH:28][C:22]1[CH:23]=[CH:24][C:25]([F:27])=[CH:26][C:21]=1[F:20])=[O:30])=[C:5]2[C:14]1[CH:15]=[CH:16][CH:17]=[CH:18][CH:19]=1. Procedure details: A mixture of 6-chloro-3-methylamino-4-phenylquinoline (0.54 g), 2,4-difluorophenyl isocyanate (0.48 ml) and anhydrous toluene (10 ml) was refluxed for 22 hrs. and then concentrated. The residue was purified by a column chromatography on silica gel and recrystallized from a mixture of ethyl acetate and ethanol to give 6-chloro-3-[3-(2,4-difluorophenyl)-1-methylureido]-4-phenylquinoline as colorless crystals. Yield 0.56 g (66%). m.p. 200°-201° C. Starting materials: ice water, CC(COCC1=CC(=C(C=C1)F)Br)(C1=CC=C(C=C1)OCC)C (3-bromo-4-fluorobenzyl 2,2-dimethyl-2-(4-ethoxyphenyl)ethyl ether), C([O-])([O-])=O.[K+].[K+] (potassium carbonate), C(C)(=O)NC1=CC=CC=C1 (acetanilide), cuprous chloride. The solvent is CN(C=O)C (dimethylformamide). Reaction conditions: temperature 140 celsius, time 40 hour. Yields the product CC(COCC1=CC(=C(C=C1)F)NC1=CC=CC=C1)(C1=CC=C(C=C1)OCC)C (3-anilino-4-fluorobenzyl 2,2-dimethyl-2-(4-ethoxyphenyl)ethyl ether). RXN SMILES: [CH3:1][C:2]([CH3:23])([C:14]1[CH:19]=[CH:18][C:17]([O:20][CH2:21][CH3:22])=[CH:16][CH:15]=1)[CH2:3][O:4][CH2:5][C:6]1[CH:11]=[CH:10][C:9]([F:12])=[C:8](Br)[CH:7]=1.C(=O)([O-])[O-].[K+].[K+].C([NH:33][C:34]1[CH:39]=[CH:38][CH:37]=[CH:36][CH:35]=1)(=O)C>CN(C)C=O>[CH3:1][C:2]([CH3:23])([C:14]1[CH:19]=[CH:18][C:17]([O:20][CH2:21][CH3:22])=[CH:16][CH:15]=1)[CH2:3][O:4][CH2:5][C:6]1[CH:11]=[CH:10][C:9]([F:12])=[C:8]([NH:33][C:34]2[CH:39]=[CH:38][CH:37]=[CH:36][CH:35]=2)[CH:7]=1 |f:1.2.3|. Procedure: 2.37 Grams of 3-bromo-4-fluorobenzyl 2,2-dimethyl-2-(4-ethoxyphenyl)ethyl ether, 0.95 g of potassium carbonate, 1.01 g of acetanilide, 10 ml of dimethylformamide and 250 mg of cuprous chloride were mixed and stirred at 140° C. for 40 hours in a nitrogen stream. The reaction mixture was poured into ice water and extracted with ethyl acetate. The ethyl acetate layer was washed with an aqueous sodium chloride liquor, and after removing the solvent by evaporation, the residual oil was dissolved in a...